From a dataset of the Open Reaction Database (ORD), a public repository of structured organic reaction records. describe an organic reaction: reactants, conditions, products, and yield RXN SMILES: [CH3:17][N:18]([CH3:19])[CH:20]=[O:21].[Cl:1][c:2]1[c:3]([Cl:12])[c:4]2[c:5]([n:6][c:7]([SH:9])[s:8]2)[cH:10][cH:11]1.[S:13]([Cl:14])([Cl:15])=[O:16]>>[Cl:1][c:2]1[c:3]([Cl:12])[c:4]2[c:5]([n:6][c:7]([Cl:15])[s:8]2)[cH:10][cH:11]1. Yields the product Clc1nc2ccc(Cl)c(Cl)c2s1. The reactants are CN(C)C=O, Sc1nc2ccc(Cl)c(Cl)c2s1, O=S(Cl)Cl. Solvent: O1CCCC1 (tetrahydrofuran), Cl (hydrochloric acid). Yields the product ClC=1C=C(CN2C(=C(C3=CC=CC=C23)OCC(CO)O)C(=O)OCC)C=CC1Cl (Ethyl N-(3,4-dichlorobenzyl)-3-(2,3-dihydroxypropoxy)indole-2-carboxylate). RXN SMILES: [Cl:1][C:2]1[CH:3]=[C:4]([CH:29]=[CH:30][C:31]=1[Cl:32])[CH2:5][N:6]1[C:14]2[C:9](=[CH:10][CH:11]=[CH:12][CH:13]=2)[C:8]([O:15][CH2:16][CH:17]2[CH2:21][O:20]C(C)(C)[O:18]2)=[C:7]1[C:24]([O:26][CH2:27][CH3:28])=[O:25]>O1CCCC1.Cl>[Cl:1][C:2]1[CH:3]=[C:4]([CH:29]=[CH:30][C:31]=1[Cl:32])[CH2:5][N:6]1[C:14]2[C:9](=[CH:10][CH:11]=[CH:12][CH:13]=2)[C:8]([O:15][CH2:16][CH:17]([OH:18])[CH2:21][OH:20])=[C:7]1[C:24]([O:26][CH2:27][CH3:28])=[O:25]. Reported procedure: Ethyl N-(3,4-dichlorobenzyl)-3-(2,2-dimethyl-1,3-dioxolane-4-ylmethoxy)-indole-2-carboxylate [Compound 70] (15.92 g) was dissolved in tetrahydrofuran (70 ml) and hydrochloric acid (4M, 33 ml), and stirred at ambient temperature for 4 hours. The reaction was concentrated in vacuo, added to water (200 ml) and extracted with ethyl acetate (3×200 ml). The combined organic extracts were dried (MgSO4), and concentrated in vacuo, and the residue purified by column chromatography using 70% ethyl acetate... The reactants are ClC=1C=C(CN2C(=C(C3=CC=CC=C23)OCC2OC(OC2)(C)C)C(=O)OCC)C=CC1Cl (Ethyl N-(3,4-dichlorobenzyl)-3-(2,2-dimethyl-1,3-dioxolane-4-ylmethoxy)-indole-2-carboxylate), ClC=1C=C(CN2C(=C(C3=CC=CC=C23)OCC2OC(OC2)(C)C)C(=O)OCC)C=CC1Cl (Ethyl N-(3,4-dichlorobenzyl)-3-(2,2-dimethyl-1,3-dioxolane-4-ylmethoxy)-indole-2-carboxylate). The reactants are BrC1=C(C=C(C=C1)[N+](=O)[O-])C (2-bromo-5-nitrotoluene), N1C(CCCC1)=O (2-piperidone), C([O-])([O-])=O.[K+].[K+] (potassium carbonate), [I-].[K+] (potassium iodide). The reagents and catalysts are [Cu] (copper). Solvent: O (water). Run at temperature 140 celsius. Yields the product [N+](=O)([O-])C1=CC(=C(C=C1)N1C(CCCC1)=O)C (1-(4-nitro-2-methylphenyl)piperidin-2-one). Reaction SMILES: Br[C:2]1[CH:7]=[CH:6][C:5]([N+:8]([O-:10])=[O:9])=[CH:4][C:3]=1[CH3:11].[NH:12]1[CH2:17][CH2:16][CH2:15][CH2:14][C:13]1=[O:18].C(=O)([O-])[O-].[K+].[K+].[I-].[K+]>[Cu].O>[N+:8]([C:5]1[CH:6]=[CH:7][C:2]([N:12]2[CH2:17][CH2:16][CH2:15][CH2:14][C:13]2=[O:18])=[C:3]([CH3:11])[CH:4]=1)([O-:10])=[O:9] |f:2.3.4,5.6|. Procedure details: A mixture of 5.00 g (23.1 mmol) of 2-bromo-5-nitrotoluene, 2.28 g (23.0 mmol) of 2-piperidone, 2.56 g (40 mmol) of finely powdered copper, 4.98 g (36.0 mmol) of potassium carbonate and 5.98 g (36 mmol) of potassium iodide is heated at 140° C. for 48 hours. The reaction mixture is introduced into water, the mixture is filtered, and the residue is washed with water. The residue is taken up in ethyl acetate and re-filtered. The filtrate is dried and evaporated, giving 1-(4-nitro-2-methylphenyl)pipe... The product is CCc1nc2c(C)cc(C)nc2n1Cc1cccc(CO)c1. As a reaction SMILES: [C:39]([CH:40]([CH:41]([C:42]([O-:43])=[O:44])[OH:45])[OH:46])([O-:47])=[O:48].[CH2:1]([CH3:2])[c:3]1[n:4][c:5]2[c:6]([n:7][c:8]([CH3:12])[cH:9][c:10]2[CH3:11])[n:13]1[CH2:14][c:15]1[cH:16][c:17]([C:18](=[O:19])[O:20][CH3:21])[cH:22][cH:23][cH:24]1.[CH2:26]([Al+:27][CH2:28][CH:29]([CH3:30])[CH3:31])[CH:32]([CH3:33])[CH3:34].[CH3:51][c:52]1[cH:53][cH:54][cH:55][cH:56][cH:57]1.[CH3:58][CH2:59][O:60][C:61](=[O:62])[CH3:63].[H-:25].[K+:50].[Na+:49].[OH2:35].[OH2:36].[OH2:37].[OH2:38]>>[CH2:1]([CH3:2])[c:3]1[n:4][c:5]2[c:6]([n:7][c:8]([CH3:12])[cH:9][c:10]2[CH3:11])[n:13]1[CH2:14][c:15]1[cH:16][c:17]([CH2:18][OH:19])[cH:22][cH:23][cH:24]1. The reactants are O=C([O-])C(O)C(O)C(=O)[O-], CCc1nc2c(C)cc(C)nc2n1Cc1cccc(C(=O)OC)c1, CC(C)C[Al+]CC(C)C, Cc1ccccc1, CCOC(C)=O, [H-], [K+], [Na+], O, O, O, O.